This data is from the Open Reaction Database (ORD), a public repository of structured organic reaction records. The task is: describe an organic reaction: reactants, conditions, products, and yield Starting materials: CCBr, CC(=O)O, CN(C)C=O, CSc1nc(-c2ccncc2)c(-c2ccc(F)cc2)c(=O)[nH]1, [H-], [Na+]. Product: CCn1c(SC)nc(-c2ccncc2)c(-c2ccc(F)cc2)c1=O. Reaction SMILES: [CH2:1]([CH3:2])[Br:3].[CH3:28][C:29](=[O:30])[OH:31].[CH3:32][N:33]([CH3:34])[CH:35]=[O:36].[F:4][c:5]1[cH:6][cH:7][c:8](-[c:11]2[c:12](=[O:25])[nH:13][c:14]([S:23][CH3:24])[n:15][c:16]2-[c:17]2[cH:18][cH:19][n:20][cH:21][cH:22]2)[cH:9][cH:10]1.[H-:26].[Na+:27]>>[CH2:1]([CH3:2])[n:13]1[c:12](=[O:25])[c:11](-[c:8]2[cH:7][cH:6][c:5]([F:4])[cH:10][cH:9]2)[c:16](-[c:17]2[cH:18][cH:19][n:20][cH:21][cH:22]2)[n:15][c:14]1[S:23][CH3:24]. Starting materials: CC(Nc1cc(-c2nc(C3=CCN(C(=O)OC(C)(C)C)CC3)n3cnnc3c2-c2cccc(C(F)(F)F)c2)ccn1)c1ccccc1, CCO, [H][H], O=[Pt]. Yields the product CC(Nc1cc(-c2nc(C3CCN(C(=O)OC(C)(C)C)CC3)n3cnnc3c2-c2cccc(C(F)(F)F)c2)ccn1)c1ccccc1. RXN SMILES: [C:1]([CH3:2])([CH3:3])([CH3:4])[O:5][C:6](=[O:7])[N:8]1[CH2:9][CH2:10][C:11]([c:14]2[n:15][c:16](-[c:33]3[cH:34][c:35]([NH:39][CH:40]([CH3:41])[c:42]4[cH:43][cH:44][cH:45][cH:46][cH:47]4)[n:36][cH:37][cH:38]3)[c:17](-[c:23]3[cH:24][c:25]([C:29]([F:30])([F:31])[F:32])[cH:26][cH:27][cH:28]3)[c:18]3[n:19]2[cH:20][n:21][n:22]3)=[CH:12][CH2:13]1.[CH3:50][CH2:51][OH:52].[H:48][H:49].[Pt:53]=[O:54]>>[C:1]([CH3:2])([CH3:3])([CH3:4])[O:5][C:6](=[O:7])[N:8]1[CH2:9][CH2:10][CH:11]([c:14]2[n:15][c:16](-[c:33]3[cH:34][c:35]([NH:39][CH:40]([CH3:41])[c:42]4[cH:43][cH:44][cH:45][cH:46][cH:47]4)[n:36][cH:37][cH:38]3)[c:17](-[c:23]3[cH:24][c:25]([C:29]([F:30])([F:31])[F:32])[cH:26][cH:27][cH:28]3)[c:18]3[n:19]2[cH:20][n:21][n:22]3)[CH2:12][CH2:13]1. The reactants are C(c1cc(cc(c1O)I)[Cl])=O, CC1=CN=C(C=C1)N, [C-]#[N+]C1CCCCC1. The reagents and catalysts are O=C(O)C(F)(F)F (trifluoroacetic acid). Solvent: CC(C)O (isopropyl alcohol), CC(C)O (isopropylalcohol). Reaction conditions: temperature 22 celsius, time 20 hour. Yields the product Cc1ccc2nc(c3cc(cc(c3O)I)[Cl])c(NC3CCCCC3)n2c1. The yield is 0.0%. RXN SMILES: CC1=CC=C(N)N=C1.[C-]#[N+]C1CCCCC1.OC1=C(C=O)C=C(Cl)C=C1I>>CC1=CN2C(C=C1)=NC(=C2NC1CCCCC1)C1=C(O)C(I)=CC(Cl)=C1.